Task: describe an organic reaction: reactants, conditions, products, and yield. Dataset: the Open Reaction Database (ORD), a public repository of structured organic reaction records Starting materials: [Al+3], CC1OC(C(F)(F)F)CN(Cc2ccccc2)C1=O, [H-], [H-], [H-], [H-], [Li+]. Yields the product CC1CN(Cc2ccccc2)CC(C(F)(F)F)O1. As a reaction SMILES: [Al+3:2].[CH2:7]([c:8]1[cH:9][cH:10][cH:11][cH:12][cH:13]1)[N:14]1[C:15](=[O:25])[CH:16]([CH3:24])[O:17][CH:18]([C:20]([F:21])([F:22])[F:23])[CH2:19]1.[H-:1].[H-:4].[H-:5].[H-:6].[Li+:3]>>[CH2:7]([c:8]1[cH:9][cH:10][cH:11][cH:12][cH:13]1)[N:14]1[CH2:15][CH:16]([CH3:24])[O:17][CH:18]([C:20]([F:21])([F:22])[F:23])[CH2:19]1. The reactants are NC1=C(C2=C(COC(C2)(C)C)S1)C(=O)OC(C)(C)C (tert-butyl 2-amino-5,5-dimethyl-5,7-dihydro-4H-thieno[2,3-c]pyran-3-carboxylate), C1(=CC=CC=C1)N=C=S (phenyl isothiocyanate). The solvent is O1CCCC1 (tetrahyrofuran). Product: CC1(CC2=C(CO1)SC(=C2C(=O)OC(C)(C)C)NC(=S)NC2=CC=CC=C2)C (tert-butyl 5,5-dimethyl-2-(3-phenylthioureido)-5,7-dihydro-4H-thieno[2,3-c]pyran-3-carboxylate). Isolated yield 30.6%. As a reaction SMILES: [NH2:1][C:2]1[S:12][C:5]2[CH2:6][O:7][C:8]([CH3:11])([CH3:10])[CH2:9][C:4]=2[C:3]=1[C:13]([O:15][C:16]([CH3:19])([CH3:18])[CH3:17])=[O:14].[C:20]1([N:26]=[C:27]=[S:28])[CH:25]=[CH:24][CH:23]=[CH:22][CH:21]=1>O1CCCC1>[CH3:10][C:8]1([CH3:11])[O:7][CH2:6][C:5]2[S:12][C:2]([NH:1][C:27]([NH:26][C:20]3[CH:25]=[CH:24][CH:23]=[CH:22][CH:21]=3)=[S:28])=[C:3]([C:13]([O:15][C:16]([CH3:19])([CH3:18])[CH3:17])=[O:14])[C:4]=2[CH2:9]1. Reported procedure: To a solution of tert-butyl 2-amino-5,5-dimethyl-5,7-dihydro-4H-thieno[2,3-c]pyran-3-carboxylate (0.100 g, 0.353 mmol, 1 eq) in dry tetrahyrofuran (5 mL) under argon was added phenyl isothiocyanate (0.05 mL, 0.388 mmol, 1.1 eq). The mixture was heated at reflux for 16 hours. The solvent was evaporated in vacuo. Purification by reverse-phase chromatography (0-100% CH3CN: Water ramp over 20 min) afforded the desired product tert-butyl 5,5-dimethyl-2-(3-phenylthioureido)-5,7-dihydro-4H-thieno[2,3-c... Reactants: NS(=O)(=O)C12CC3CC(C1)C1(OCCO1)C(C3)C2, C1CCOC1, Cl. Yields the product NS(=O)(=O)C12CC3CC(C1)C(=O)C(C3)C2. Reaction SMILES: [CH2:1]1[O:2][C:4]2([O:3][CH2:18]1)[CH:5]1[CH2:6][C:7]3([S:14](=[O:15])(=[O:16])[NH2:17])[CH2:8][CH:9]([CH2:10][CH:11]2[CH2:12]3)[CH2:13]1.[CH2:20]1[O:21][CH2:22][CH2:23][CH2:24]1.[ClH:19]>>[O:3]=[C:4]1[CH:5]2[CH2:6][C:7]3([S:14](=[O:15])(=[O:16])[NH2:17])[CH2:8][CH:9]([CH2:10][CH:11]1[CH2:12]3)[CH2:13]2. The reactants are CCOC(=O)c1c(-c2ccccc2C)csc1N, CC(=O)O, O=C1OC(=O)c2ccccc21. The product is CCOC(=O)c1c(-c2ccccc2C)csc1N1C(=O)c2ccccc2C1=O. RXN SMILES: [CH2:1]([CH3:2])[O:3][C:4](=[O:5])[c:6]1[c:7]([NH2:18])[s:8][cH:9][c:10]1-[c:11]1[c:12]([CH3:17])[cH:13][cH:14][cH:15][cH:16]1.[CH3:30][C:31](=[O:32])[OH:33].[O:19]=[C:20]1[O:21][C:22](=[O:23])[c:24]2[cH:25][cH:26][cH:27][cH:28][c:29]21>>[CH2:1]([CH3:2])[O:3][C:4](=[O:5])[c:6]1[c:7]([N:18]2[C:20](=[O:19])[c:29]3[c:24]([cH:25][cH:26][cH:27][cH:28]3)[C:22]2=[O:21])[s:8][cH:9][c:10]1-[c:11]1[c:12]([CH3:17])[cH:13][cH:14][cH:15][cH:16]1. The reactants are COC(C=CC1=CC(=CC=2N=CN(C21)C2=CC=CC=C2)C(F)(F)F)=O (3-(3-phenyl-6-trifluoromethyl-3H-benzimidazol-4-yl)acrylic acid methyl ester), CN1CCN(CC1)C(C=CC1=CC(=CC=2N=CN(C21)C2=CC=CC=C2)C(F)(F)F)=O (1-(4-methylpiperazin-1-yl)-3-(3-phenyl-6-trifluoromethyl-3H-benzimidazol-4-yl)prop-2-en-1-one). Yields the product C1(=CC=CC=C1)N1C=NC2=C1C(=CC(=C2)C(F)(F)F)C=CC(=O)N2CCCC2 (3-(3-phenyl-6-trifluoromethyl-3H-benzimidazol-4-yl)-1-(pyrollidin-1-yl)prop-2-en-1-one). Yield: 7.0%. RXN SMILES: COC(=O)C=CC1C2N(C3C=CC=CC=3)C=NC=2C=C(C(F)(F)F)C=1.CN1[CH2:32][CH2:31][N:30]([C:33](=[O:55])[CH:34]=[CH:35][C:36]2[C:44]3[N:43]([C:45]4[CH:50]=[CH:49][CH:48]=[CH:47][CH:46]=4)[CH:42]=[N:41][C:40]=3[CH:39]=[C:38]([C:51]([F:54])([F:53])[F:52])[CH:37]=2)[CH2:29][CH2:28]1>>[C:45]1([N:43]2[C:44]3[C:36]([CH:35]=[CH:34][C:33]([N:30]4[CH2:31][CH2:32][CH2:28][CH2:29]4)=[O:55])=[CH:37][C:38]([C:51]([F:54])([F:52])[F:53])=[CH:39][C:40]=3[N:41]=[CH:42]2)[CH:50]=[CH:49][CH:48]=[CH:47][CH:46]=1. Reported procedure: This was prepared from 3-(3-phenyl-6-trifluoromethyl-3H-benzimidazol-4-yl)acrylic acid methyl ester in a similar manner to 1-(4-methylpiperazin-1-yl)-3-(3-phenyl-6-trifluoromethyl-3H-benzimidazol-4-yl)prop-2-en-1-one. The oily residue was purified by preparative LCMS to afford the title compound as a white solid (7.3 mg, 7%), m/z 386.0 (M+H)+. Starting materials: ClC1=CC=C(C(=O)C2=CC(=C(N2C)CC(=O)OCC)C(=O)OCC)C=C1 (ethyl 5-p-chlorobenzoyl-3-ethoxycarbonyl-1-methylpyrrole- 2-acetate), BrBr (bromine). The reagents and catalysts are II (iodine). Run in C(Cl)(Cl)Cl (chloroform). Yields the product BrC=1C(=C(N(C1C(C1=CC=C(C=C1)Cl)=O)C)CC(=O)OCC)C(=O)OCC (ethyl 4-bromo-5-(p-chlorobenzoyl)-3- ethoxycarbonyl-1-methylpyrrole-2-acetate). As a reaction SMILES: [Cl:1][C:2]1[CH:26]=[CH:25][C:5]([C:6]([C:8]2[N:12]([CH3:13])[C:11]([CH2:14][C:15]([O:17][CH2:18][CH3:19])=[O:16])=[C:10]([C:20]([O:22][CH2:23][CH3:24])=[O:21])[CH:9]=2)=[O:7])=[CH:4][CH:3]=1.[Br:27]Br>C(Cl)(Cl)Cl.II>[Br:27][C:9]1[C:10]([C:20]([O:22][CH2:23][CH3:24])=[O:21])=[C:11]([CH2:14][C:15]([O:17][CH2:18][CH3:19])=[O:16])[N:12]([CH3:13])[C:8]=1[C:6](=[O:7])[C:5]1[CH:4]=[CH:3][C:2]([Cl:1])=[CH:26][CH:25]=1. Reported procedure: A solution of 20 g. (0.053 mole) of ethyl 5-p-chlorobenzoyl-3-ethoxycarbonyl-1-methylpyrrole- 2-acetate in 200 ml of chloroform containing a few crystals of iodine as catalyst is heated to reflux and a solution of 3.0 ml (0.058 mole) of bromine in 20 ml of CH Cl3 is added over 45 min. The whole is heated under reflux for 11/2 hours, cooled, and washed successively with aqueous sodium bicarbonate solution, aqueous sodium bisulfite solution and brine. After the solution is dried over magnesium sul... Starting materials: O=C([O-])[O-], CN(C)C=O, CCOCC, Sc1ccc(Cl)cc1, Cc1cccnc1C(Cl)c1cc(F)ccc1F, Cl, [K+], [K+]. Product: Cc1cccnc1C(Sc1ccc(Cl)cc1)c1cc(F)ccc1F. Reaction SMILES: [C:32](=[O:33])([O-:34])[O-:35].[CH3:1][N:2]([CH3:3])[CH:4]=[O:5].[CH3:38][CH2:39][O:40][CH2:41][CH3:42].[Cl:24][c:25]1[cH:26][cH:27][c:28]([SH:31])[cH:29][cH:30]1.[Cl:7][CH:8]([c:9]1[n:10][cH:11][cH:12][cH:13][c:14]1[CH3:15])[c:16]1[c:17]([F:23])[cH:18][cH:19][c:20]([F:22])[cH:21]1.[ClH:6].[K+:36].[K+:37]>>[CH:8]([c:9]1[n:10][cH:11][cH:12][cH:13][c:14]1[CH3:15])([c:16]1[c:17]([F:23])[cH:18][cH:19][c:20]([F:22])[cH:21]1)[S:31][c:28]1[cH:27][cH:26][c:25]([Cl:24])[cH:30][cH:29]1. Starting materials: C(C)N1C=C(C(C2=CC=C(C(=C12)C)Cl)=O)C(=O)O (1-ethyl-7-chloro-8-methyl-4-oxo-1,4-dihydroquinoline-3-carboxylic acid), N1CCNCC1 (piperazine). The solvent is CN(P(=O)(N(C)C)N(C)C)C (hexamethylphosphoramide). Reaction conditions: temperature 140 celsius. The product is Cl.C(C)N1C=C(C(C2=CC=C(C(=C12)C)N1CCNCC1)=O)C(=O)O (1-ethyl-7-(1-piperazinyl)-8-methyl-4-oxo-1,4-dihydroquinoline-3-carboxylic acid hydrochloride). Yield: 48.3%. RXN SMILES: [CH2:1]([N:3]1[C:12]2[C:7](=[CH:8][CH:9]=[C:10]([Cl:14])[C:11]=2[CH3:13])[C:6](=[O:15])[C:5]([C:16]([OH:18])=[O:17])=[CH:4]1)[CH3:2].[NH:19]1[CH2:24][CH2:23][NH:22][CH2:21][CH2:20]1>CN(C)P(N(C)C)(N(C)C)=O>[ClH:14].[CH2:1]([N:3]1[C:12]2[C:7](=[CH:8][CH:9]=[C:10]([N:19]3[CH2:24][CH2:23][NH:22][CH2:21][CH2:20]3)[C:11]=2[CH3:13])[C:6](=[O:15])[C:5]([C:16]([OH:18])=[O:17])=[CH:4]1)[CH3:2] |f:3.4|. Procedure details: One hundred milliliter of hexamethylphosphoramide is added to a mixture of 5 g of 1-ethyl-7-chloro-8-methyl-4-oxo-1,4-dihydroquinoline-3-carboxylic acid and 8.5 g of anhydrous piperazine, and the mixture is heated at 140° C. for 8 hours. After heating, the solvent is removed under reduced pressure and, after 500 ml of water is added to the resultant residue, the mixture is adjusted to pH 4 with glacial acetic acid and the insolubles are filtered out. The filtrate is concentrated under reduced pr... Starting materials: COc1cc2ccccc2[nH]1, O=C(Cl)C(Cl)(Cl)Cl. Product: COc1cc2ccccc2[nH]1, Cl. As a reaction SMILES: [CH3:1][O:2][c:3]1[nH:4][c:5]2[cH:6][cH:7][cH:8][cH:9][c:10]2[cH:11]1.[Cl:12][C:13]([Cl:14])([Cl:15])[C:16]([Cl:17])=[O:18]>>[CH3:1][O:2][c:3]1[nH:4][c:5]2[cH:6][cH:7][cH:8][cH:9][c:10]2[cH:11]1.[ClH:12]. Reactants: COC(=O)CC(C(=O)O)CC1=CC=CC2=CC=CC=C12 (3-methoxycarbonyl-2-(1-naphthylmethyl)propionic acid), Cl.Cl.N[C@@H](CC1=CNC=N1)C(=O)N[C@H](C(C(=O)OC(C)C)O)CC(C)C (isopropyl (2RS,3S)-3-(L-histidyl)amino-2-hydroxy-5-methylhexanoate dihydrochloride), C1(=CC=CC=C1)P(=O)(C1=CC=CC=C1)N=[N+]=[N-] (diphenylphosphoryl azide). Run in C(C)N(CC)CC (triethylamine). Run at time 8 hour. The product is COC(=O)N1C=NC=C1C[C@H](NC(C(C)CC1=CC=CC2=CC=CC=C12)=O)C(=O)N[C@H](C(C(=O)OC(C)C)O)CC(C)C (isopropyl (2RS,3S)-3-[3-(methoxycarbonyl)-2-(1-naphthylmethyl)propionyl-L-histidyl]amino-2-hydroxy-5-methylhexanoate). Isolated yield 55.6%. Reaction SMILES: COC([CH2:5][CH:6]([CH2:10][C:11]1[C:20]2[C:15](=[CH:16][CH:17]=[CH:18][CH:19]=2)[CH:14]=[CH:13][CH:12]=1)[C:7]([OH:9])=O)=O.Cl.Cl.[NH2:23][C@H:24]([C:31]([NH:33][C@@H:34]([CH2:43][CH:44]([CH3:46])[CH3:45])[CH:35]([OH:42])[C:36]([O:38][CH:39]([CH3:41])[CH3:40])=[O:37])=[O:32])[CH2:25][C:26]1[N:30]=[CH:29][NH:28][CH:27]=1.C1(P(N=[N+]=[N-])(C2C=CC=CC=2)=O)C=CC=CC=1>C(N(CC)CC)C>[CH3:39][O:38][C:36]([N:30]1[C:26]([CH2:25][C@@H:24]([C:31]([NH:33][C@@H:34]([CH2:43][CH:44]([CH3:46])[CH3:45])[CH:35]([OH:42])[C:36]([O:38][CH:39]([CH3:40])[CH3:41])=[O:37])=[O:32])[NH:23][C:7](=[O:9])[CH:6]([CH2:10][C:11]2[C:20]3[C:15](=[CH:16][CH:17]=[CH:18][CH:19]=3)[CH:14]=[CH:13][CH:12]=2)[CH3:5])=[CH:27][N:28]=[CH:29]1)=[O:37] |f:1.2.3|. Procedure details: To a solution of 28 mg of 3-methoxycarbonyl-2-(1-naphthylmethyl)propionic acid and 50 mg of isopropyl (2RS,3S)-3-(L-histidyl)amino-2-hydroxy-5-methylhexanoate dihydrochloride were added successively 0.026 ml of diphenylphosphoryl azide and 0.046 ml of triethylamine, and the mixture was stirred overnight. The reaction mixture was concentrated under reduced pressure, and a 5% aqueous sodium bicarbonate solution was added to the residue. The mixture was extracted with ethyl acetate, and the ethyl a...